Dataset: the Open Reaction Database (ORD), a public repository of structured organic reaction records. Task: describe an organic reaction: reactants, conditions, products, and yield Reactants: 3.5, C(C)(C)NC1=NC(=NC=C1C(=O)O)SC (4-(isopropylamino)-2-(methylthio)pyrimidine-5-carboxylic acid), S(=O)(Cl)Cl (thionyl chloride). Run at temperature 50 celsius. Yields the product C(C)(C)NC1=NC(=NC=C1C(=O)Cl)SC (4-(isopropylamino)-2-(methylthio) pyrimidine-5-carboxylic acid chloride). Reaction SMILES: [CH:1]([NH:4][C:5]1[C:10]([C:11](O)=[O:12])=[CH:9][N:8]=[C:7]([S:14][CH3:15])[N:6]=1)([CH3:3])[CH3:2].S(Cl)([Cl:18])=O>>[CH:1]([NH:4][C:5]1[C:10]([C:11]([Cl:18])=[O:12])=[CH:9][N:8]=[C:7]([S:14][CH3:15])[N:6]=1)([CH3:3])[CH3:2]. Procedure: To 3.5 (15.4 mmol) of 4-(isopropylamino)-2-(methylthio)pyrimidine-5-carboxylic acid is added 9.0 mL (123.2 mmol) of thionyl chloride, and the reaction mixture is heated at 50° C. for 1 hour, cooled to room temperature, and concentrated. The residue is twice suspended in anhydrous toluene and concentrated to give a colorless solid, 4-(isopropylamino)-2-(methylthio) pyrimidine-5-carboxylic acid chloride. The reactants are ClN1C(CCC1=O)=O (N-Chlorosuccinimide), ClC1=C(C=NO)C(=CC=C1)Cl (2,6-dichloro-benzaldehyde oxime). Solvent: CN(C)C=O (DMF), CN(C)C=O (DMF). Reaction conditions: temperature 40 celsius, time 1 hour. Yields the product ClON=CC1=C(C=CC=C1Cl)Cl (2,6-Dichloro-benzaldehyde chloro-oxime). Yield: 75.3%. As a reaction SMILES: [Cl:1]N1C(=O)CCC1=O.[Cl:9][C:10]1[CH:18]=[CH:17][CH:16]=[C:15]([Cl:19])[C:11]=1[CH:12]=[N:13][OH:14]>CN(C=O)C>[Cl:1][O:14][N:13]=[CH:12][C:11]1[C:10]([Cl:9])=[CH:18][CH:17]=[CH:16][C:15]=1[Cl:19]. Procedure: N-Chlorosuccinimide (1162 g, 8.53 mol) in DMF (4.5 L) is added dropwise over a solution of 2,6-dichloro-benzaldehyde oxime (1621.78 g, 8.53 mol) in DMF (5.3 L) heated at 40° C. (addition is complete in about 6 hours). The mixture is stirred for 1 h at that temperature. The reaction is cooled at room temperature, poured onto H2O (30 L) at 0° C., and extracted with MTBE (36 L) and the aqueous phase was discarded. The organic layer is washed with brine, dried over Na2SO4, filtered and evaporated to... Starting materials: N1=C(C=CC=C1)C1CCNCC1 (4-(2-pyridyl)piperidine), ClC=1C=C(C=CC1Cl)[C@@H](CN(C(C1=CC=CC=C1)=O)C)CC=O ((S)-N-[2-(3,4-dichlorophenyl)-4-oxobutyl]-N-methylbenzamide). Yields the product Cl.ClC=1C=C(C=CC1Cl)[C@@H](CN(C(C1=CC=CC=C1)=O)C)CCN1CCC(CC1)C1=NC=CC=C1 ((S)-N-[2-(3,4-Dichlorophenyl)-4-[4-(2-pyridyl)piperidino]butyl]-N-methylbenzamide hydrochloride), hydrochloride salt. Reaction SMILES: [N:1]1[CH:6]=[CH:5][CH:4]=[CH:3][C:2]=1[CH:7]1[CH2:12][CH2:11][NH:10][CH2:9][CH2:8]1.[Cl:13][C:14]1[CH:15]=[C:16]([C@H:21]([CH2:33][CH:34]=O)[CH2:22][N:23]([CH3:32])[C:24](=[O:31])[C:25]2[CH:30]=[CH:29][CH:28]=[CH:27][CH:26]=2)[CH:17]=[CH:18][C:19]=1[Cl:20]>>[ClH:13].[Cl:13][C:14]1[CH:15]=[C:16]([C@H:21]([CH2:33][CH2:34][N:10]2[CH2:11][CH2:12][CH:7]([C:2]3[CH:3]=[CH:4][CH:5]=[CH:6][N:1]=3)[CH2:8][CH2:9]2)[CH2:22][N:23]([CH3:32])[C:24](=[O:31])[C:25]2[CH:26]=[CH:27][CH:28]=[CH:29][CH:30]=2)[CH:17]=[CH:18][C:19]=1[Cl:20] |f:2.3|. Procedure details: Using a procedure similar to that described in Example 1 (alternative preparation), except using 4-(2-pyridyl)piperidine and (S)-N-[2-(3,4-dichlorophenyl)-4-oxobutyl]-N-methylbenzamide, the title compound was prepared. Conversion to the hydrochloride salt Gave a white solid; mp 200°-202° C.; MS: 496; NMR: 2.14 (b, 8), 2.7 (s, 3), 3.4-3.9 (m, 8), 6.9-7.7 (m, 12), 8.16 (m, 1), 8.68 (m, 1), 10.4 (br, 1). Analysis for C28H31Cl2N3O·2.0 HCl·0.5 H2O: Calculated: C, 58.14; H, 5.92; N, 7.26 Found: C, 58.... Conditions: temperature 0 celsius, time 30 minute. The reactants are C(C=C)N1C(C2=C(CCC1)C=CC(=C2)OC)=O (2-allyl-8-methoxy-2,3,4,5-tetrahydro-1H-2-benzazepin-1-one), B(Br)(Br)Br (BBr3), C(=O)(O)[O-].[Na+] (NaHCO3). The yield is 97.9%. The product is C(C=C)N1C(C2=C(CCC1)C=CC(=C2)O)=O (2-allyl-8-hydroxy-2,3,4,5-tetrahydro-1H-2-benzazepin-1-one). Procedure details: A solution of 2-allyl-8-methoxy-2,3,4,5-tetrahydro-1H-2-benzazepin-1-one (1.10 g, 0.0047 mol) in CH2Cl2 (20 mL) was treated at 0° C. with BBr3 (1M in CH2Cl2, 9.50 mL), and the resulting mixture stirred at (0° C. for 30 minutes. The solution was poured over ice, NaHCO3 was added, and the solution was extracted with CH2Cl2. The combined organic layers were dried (MgSO4), filtered, and concentrated in vacuo to yield ca. 1.0 g (100%) of 2-allyl-8-hydroxy-2,3,4,5-tetrahydro-1H-2-benzazepin-1-one as a... Run in C(Cl)Cl (CH2Cl2). RXN SMILES: [CH2:1]([N:4]1[CH2:10][CH2:9][CH2:8][C:7]2[CH:11]=[CH:12][C:13]([O:15]C)=[CH:14][C:6]=2[C:5]1=[O:17])[CH:2]=[CH2:3].B(Br)(Br)Br.C([O-])(O)=O.[Na+]>C(Cl)Cl>[CH2:1]([N:4]1[CH2:10][CH2:9][CH2:8][C:7]2[CH:11]=[CH:12][C:13]([OH:15])=[CH:14][C:6]=2[C:5]1=[O:17])[CH:2]=[CH2:3] |f:2.3|.